describe an organic reaction: reactants, conditions, products, and yield From a dataset of the Open Reaction Database (ORD), a public repository of structured organic reaction records. Reactants: CCOC(C)=O, CCCCCC, CCOC(C)=O, NC1CCc2ccccc21, CN(C)C=O, O, On1nnc2ccccc21, O=C(O)c1ccc2cnccc2n1. Product: O=C(NC1CCc2ccccc21)c1ccc2cnccc2n1. RXN SMILES: [C:35]([O:36][CH2:37][CH3:38])(=[O:39])[CH3:40].[CH3:41][CH2:42][CH2:43][CH2:44][CH2:45][CH3:46].[CH3:52][CH2:53][O:54][C:55](=[O:56])[CH3:57].[NH2:25][CH:26]1[CH2:27][CH2:28][c:29]2[cH:30][cH:31][cH:32][cH:33][c:34]21.[O:47]=[CH:48][N:49]([CH3:50])[CH3:51].[OH2:14].[OH:15][n:16]1[c:17]2[cH:18][cH:19][cH:20][cH:21][c:22]2[n:23][n:24]1.[n:1]1[c:2]([C:11](=[O:12])[OH:13])[cH:3][cH:4][c:5]2[cH:6][n:7][cH:8][cH:9][c:10]12>>[n:1]1[c:2]([C:11](=[O:13])[NH:25][CH:26]2[CH2:27][CH2:28][c:29]3[cH:30][cH:31][cH:32][cH:33][c:34]32)[cH:3][cH:4][c:5]2[cH:6][n:7][cH:8][cH:9][c:10]12. Starting materials: CCCNCCC, CN1Cc2c(-c3nc(CCl)cs3)ncn2-c2ccc(F)cc2C1=O, C1CCOC1. Yields the product CCCN(CCC)Cc1csc(-c2ncn3c2CN(C)C(=O)c2cc(F)ccc2-3)n1. As a reaction SMILES: [CH2:25]([CH2:26][CH3:27])[NH:28][CH2:29][CH2:30][CH3:31].[Cl:1][CH2:2][c:3]1[n:4][c:5](-[c:8]2[n:9][cH:10][n:11]3[c:12]2[CH2:13][N:14]([CH3:24])[C:15](=[O:23])[c:16]2[c:17]-3[cH:18][cH:19][c:20]([F:22])[cH:21]2)[s:6][cH:7]1.[O:32]1[CH2:33][CH2:34][CH2:35][CH2:36]1>>[CH2:2]([c:3]1[n:4][c:5](-[c:8]2[n:9][cH:10][n:11]3[c:12]2[CH2:13][N:14]([CH3:24])[C:15](=[O:23])[c:16]2[c:17]-3[cH:18][cH:19][c:20]([F:22])[cH:21]2)[s:6][cH:7]1)[N:28]([CH2:25][CH2:26][CH3:27])[CH2:29][CH2:30][CH3:31].